Dataset: the Open Reaction Database (ORD), a public repository of structured organic reaction records. Task: describe an organic reaction: reactants, conditions, products, and yield Isolated yield 19.9%. The solvent is C(CCC)O (1-butanol). Reactants: FC1=CC=C(C=C1)C1=CSC=2N=CN=C(C21)CCCCOC=2C=NC=C(C(=O)OC)C2 (Methyl 5-{4-[5-(4-fluorophenyl)thieno[2,3-d]pyrimidin-4-yl]butoxy}nicotinate), CN (methylamine). RXN SMILES: [F:1][C:2]1[CH:7]=[CH:6][C:5]([C:8]2[C:16]3[C:15]([CH2:17][CH2:18][CH2:19][CH2:20][O:21][C:22]4[CH:23]=[N:24][CH:25]=[C:26]([CH:31]=4)[C:27](OC)=[O:28])=[N:14][CH:13]=[N:12][C:11]=3[S:10][CH:9]=2)=[CH:4][CH:3]=1.[CH3:32][NH2:33]>C(O)CCC>[F:1][C:2]1[CH:7]=[CH:6][C:5]([C:8]2[C:16]3[C:15]([CH2:17][CH2:18][CH2:19][CH2:20][O:21][C:22]4[CH:23]=[N:24][CH:25]=[C:26]([CH:31]=4)[C:27]([NH:33][CH3:32])=[O:28])=[N:14][CH:13]=[N:12][C:11]=3[S:10][CH:9]=2)=[CH:4][CH:3]=1. Product: FC1=CC=C(C=C1)C1=CSC=2N=CN=C(C21)CCCCOC=2C=NC=C(C(=O)NC)C2 (5-{4-[5-(4-fluorophenyl)thieno[2,3-d]pyrimidin-4-yl]butoxy}-N-methylnicotinamide). Procedure: Methyl 5-{4-[5-(4-fluorophenyl)thieno[2,3-d]pyrimidin-4-yl]butoxy}nicotinate (0.010 g, 0.023 mmol) and methylamine (0.124 g, 0.004 mol) were mixed in 1-butanol (2.00 mL) and the resulting mixture subjected to microwave radiation for 2000 seconds at 170° C., followed by irradiation for 4000 seconds at 180° C. The solvent was removed by evaporation, and the product purified by preparative HPLC to give 2 mg (20%) 5-{4-[5-(4-fluorophenyl)thieno[2,3-d]pyrimidin-4-yl]butoxy}-N-methylnicotinamide hydro... Reactants: C(=O)(C(F)(F)F)O (TFA), [Cl-].C(C(=O)[O-])(=O)OC (methyl oxalate chloride), [OH-].[Na+] (Sodium hydroxide), NC=1C=C2C=CN(C2=CC1)CCC(C)(C)NC[C@H](O)C=1C=C(C=CC1)NS(=O)(=O)C1=CC=CC=C1 (N-(3-{(R)-2-[3-(5-amino-indol-1-yl)-1,1-dimethyl-propylamino]-1-hydroxy-ethyl}-phenyl)-benzenesulphonamide), NC=1C=C2C=CN(C2=CC1)CCC(C)(C)NC[C@H](O)C=1C=C(C=CC1)NS(=O)(=O)C1=CC=CC=C1 (N-(3-{(R)-2-[3-(5-amino-indol-1-yl)-1,1-dimethyl-propylamino]-1-hydroxy-ethyl}-phenyl)-benzenesulphonamide), N1=CC=CC=C1 (pyridine). Solvent: CO (methanol), C1CCOC1 (THF). Reaction conditions: time 3 hour. Product: C1(=CC=CC=C1)S(=O)(=O)NC=1C=C(C=CC1)[C@H](CNC(CCN1C=CC2=CC(=CC=C12)NC(C(=O)O)=O)(C)C)O (N-(1-{3-[(R)-2-[3-(phenylsulphonylamino)-phenyl]-2-hydroxy-ethylamino]-3-methyl-butyl}-1H-indol-5-yl)-oxalamidic acid). Reaction SMILES: [NH2:1][C:2]1[CH:3]=[C:4]2[C:8](=[CH:9][CH:10]=1)[N:7]([CH2:11][CH2:12][C:13]([NH:16][CH2:17][C@@H:18]([C:20]1[CH:21]=[C:22]([NH:26][S:27]([C:30]3[CH:35]=[CH:34][CH:33]=[CH:32][CH:31]=3)(=[O:29])=[O:28])[CH:23]=[CH:24][CH:25]=1)[OH:19])([CH3:15])[CH3:14])[CH:6]=[CH:5]2.N1C=CC=CC=1.[Cl-].[C:43](OC)(=[O:47])[C:44]([O-:46])=[O:45].[OH-].[Na+].C(O)(C(F)(F)F)=O>C1COCC1.CO>[C:30]1([S:27]([NH:26][C:22]2[CH:21]=[C:20]([C@@H:18]([OH:19])[CH2:17][NH:16][C:13]([CH3:14])([CH3:15])[CH2:12][CH2:11][N:7]3[C:8]4[C:4](=[CH:3][C:2]([NH:1][C:43](=[O:47])[C:44]([OH:46])=[O:45])=[CH:10][CH:9]=4)[CH:5]=[CH:6]3)[CH:25]=[CH:24][CH:23]=2)(=[O:29])=[O:28])[CH:35]=[CH:34][CH:33]=[CH:32][CH:31]=1 |f:2.3,4.5|. Procedure: The free base of N-(3-{(R)-2-[3-(5-amino-indol-1-yl)-1,1-dimethyl-propylamino]-1-hydroxy-ethyl}-phenyl)-benzenesulphonamide-hydrotrifluoroacetate (free base from Example 20; 100 mg, 0.20 mmol) and pyridine (33 μl, 0.41 mmol) are dissolved in 3 ml THF. At 0° C. methyl oxalate chloride (21 μl, 0.22 mmol) is added and the reaction mixture is stirred for 3 hours at RT. The solvent is eliminated in vacuo and the residue is dissolved in 3 ml of methanol. Sodium hydroxide solution (4N; 1.5 ml) is added... Reactants: C(C)OC1=C(C(=C(C=C1)I)F)F (4-ethoxy-2,3-difluoroiodobenzene), Cl (hydrochloric acid), II (iodine), mixed solvent, OB(C1=CC(=CC=C1)F)O (dihydroxy(3-fluorophenyl)borane), C(=O)([O-])[O-].[K+].[K+] (K2CO3), FC=1C=C(C=CC1)Br (3-fluorobromobenzene), [Mg] (magnesium), COB(OC)OC (trimethoxyborane), C(C)OC1=C(C(=CC=C1)F)F (4-ethoxy-2,3-difluorobenzene), C(C)(CC)[Li] (sec-butyl lithium), Grignard reagent. The reagents and catalysts are [Pd] (Pd—C). Run in C1(=CC=CC=C1)C.C(C)O.O (toluene ethanol water), CCCCCCC.C1(=CC=CC=C1)C (heptane toluene). Product: C(C)OC1=C(C(=C(C=C1)C1=CC(=CC=C1)F)F)F (4-ethoxy-2,3,3′-trifluorobiphenyl). The yield is 86.2%. RXN SMILES: [CH2:1]([O:3][C:4]1[CH:9]=[CH:8][C:7](I)=[C:6]([F:11])[C:5]=1[F:12])[CH3:2].C(O[C:16]1[CH:21]=[CH:20][CH:19]=[C:18]([F:22])[C:17]=1F)C.C([Li])(CC)C.II.OB(O)C1C=CC=C(F)C=1.FC1C=C(Br)C=CC=1.[Mg].COB(OC)OC.Cl.C([O-])([O-])=O.[K+].[K+]>[Pd].CCCCCCC.C1(C)C=CC=CC=1.C1(C)C=CC=CC=1.C(O)C.O>[CH2:1]([O:3][C:4]1[CH:9]=[CH:8][C:7]([C:16]2[CH:21]=[CH:20][CH:19]=[C:18]([F:22])[CH:17]=2)=[C:6]([F:11])[C:5]=1[F:12])[CH3:2] |f:9.10.11,13.14,15.16.17|. Procedure: Mixture of 20.0 g (79.3 mmol) of 4-ethoxy-2,3-difluoroiodobenzene [obtained by lithiating 4-ethoxy-2,3-difluorobenzene with sec-butyl lithium and then reacting with iodine], 18.9 g (118.9 mmol) of dihydroxy(3-fluorophenyl)borane [obtained by reacting a Grignard reagent, which was prepared from 3-fluorobromobenzene and magnesium, with trimethoxyborane and then hydrolyzing with hydrochloric acid], 21.9 g (158.6 mmol) of K2CO3, 2.0 g of 5% Pd—C, and 100 ml of mixed solvent of toluene/ethanol/ water... Yields the product COc1nccc(C(F)(F)F)c1S(=O)(=O)Nc1nc2c(OC)cnc(OC)n2n1. Reactants: COc1nccc(C(F)(F)F)c1S(=O)(=O)Cl, CS(C)=O, CC#N, Cl, COc1cnc(OC)n2nc(N)nc12, Cc1cncc(C)c1. As a reaction SMILES: [CH3:15][O:16][c:17]1[n:18][cH:19][cH:20][c:21]([C:27]([F:28])([F:29])[F:30])[c:22]1[S:23](=[O:24])(=[O:25])[Cl:26].[CH3:39][S:40]([CH3:41])=[O:42].[CH3:44][C:45]#[N:46].[ClH:43].[NH2:1][c:2]1[n:3][n:4]2[c:5]([O:13][CH3:14])[n:6][cH:7][c:8]([O:11][CH3:12])[c:9]2[n:10]1.[n:31]1[cH:32][c:33]([CH3:34])[cH:35][c:36]([CH3:37])[cH:38]1>>[NH:1]([c:2]1[n:3][n:4]2[c:5]([O:13][CH3:14])[n:6][cH:7][c:8]([O:11][CH3:12])[c:9]2[n:10]1)[S:23]([c:22]1[c:17]([O:16][CH3:15])[n:18][cH:19][cH:20][c:21]1[C:27]([F:28])([F:29])[F:30])(=[O:24])=[O:25]. Reaction conditions: time 2 hour. Procedure details: 30 ml of 2.0 M methylamine-methanol solution was added to 6.28 mg of 7-bromo-1H-benzo[1,3]oxazine-2,4-dion, and the mixture was stirred at room temperature for 2 hours. The reaction solution was distilled outunder reduced pressure, to obtain 6.57 mg of the above compound. Reactants: BrC1=CC2=C(C(NC(O2)=O)=O)C=C1 (7-bromo-1H-benzo[1,3]oxazine-2,4-dion), CN.CO (methylamine methanol). Yields the product CNC(C1=C(C=C(C=C1)Br)N)=O (N-methyl-2-amino-4-bromobenzamide). Reaction SMILES: [Br:1][C:2]1[CH:13]=[CH:12][C:5]2[C:6](=[O:11])[NH:7][C:8](=O)O[C:4]=2[CH:3]=1.C[NH2:15].CO>>[CH3:8][NH:7][C:6](=[O:11])[C:5]1[CH:12]=[CH:13][C:2]([Br:1])=[CH:3][C:4]=1[NH2:15] |f:1.2|. Starting materials: [Al+3], c1ccc(Cn2nc(Nc3ccccc3)c3c(Nc4ccccc4)ncnc32)cc1, [Cl-], [Cl-], [Cl-], O, c1ccccc1. The product is c1ccc(Nc2ncnc3[nH]nc(Nc4ccccc4)c23)cc1. As a reaction SMILES: [Al+3:2].[CH2:5]([c:6]1[cH:7][cH:8][cH:9][cH:10][cH:11]1)[n:12]1[n:13][c:14]([NH:28][c:29]2[cH:30][cH:31][cH:32][cH:33][cH:34]2)[c:15]2[c:16]1[n:17][cH:18][n:19][c:20]2[NH:21][c:22]1[cH:23][cH:24][cH:25][cH:26][cH:27]1.[Cl-:1].[Cl-:3].[Cl-:4].[OH2:35].[cH:36]1[cH:37][cH:38][cH:39][cH:40][cH:41]1>>[nH:12]1[n:13][c:14]([NH:28][c:29]2[cH:30][cH:31][cH:32][cH:33][cH:34]2)[c:15]2[c:16]1[n:17][cH:18][n:19][c:20]2[NH:21][c:22]1[cH:23][cH:24][cH:25][cH:26][cH:27]1. Reactants: Cc1cc(Cl)nc(-c2ccccn2)n1, N#Cc1cccc(N)c1. Yields the product Cc1cc(Nc2cccc(C#N)c2)nc(-c2ccccn2)n1. As a reaction SMILES: [Cl:1][c:2]1[n:3][c:4](-[c:9]2[n:10][cH:11][cH:12][cH:13][cH:14]2)[n:5][c:6]([CH3:8])[cH:7]1.[NH2:15][c:16]1[cH:17][c:18]([C:19]#[N:20])[cH:21][cH:22][cH:23]1>>[c:2]1([NH:15][c:16]2[cH:17][c:18]([C:19]#[N:20])[cH:21][cH:22][cH:23]2)[n:3][c:4](-[c:9]2[n:10][cH:11][cH:12][cH:13][cH:14]2)[n:5][c:6]([CH3:8])[cH:7]1. Reactants: Br, C=CC(=O)OC, CCOC(C)=O, CC(C)=O, CO, CCCCCC, O=N[O-], COc1ccc(N)cc1C(=O)NCc1ccc(C(F)(F)F)cc1, [Na+]. The product is COC(=O)C(Br)Cc1ccc(OC)c(C(=O)NCc2ccc(C(F)(F)F)cc2)c1. RXN SMILES: [BrH:24].[C:29]([CH:30]=[CH2:31])(=[O:32])[O:33][CH3:34].[C:41]([O:42][CH2:43][CH3:44])(=[O:45])[CH3:46].[CH3:35][C:36](=[O:37])[CH3:38].[CH3:39][OH:40].[CH3:47][CH2:48][CH2:49][CH2:50][CH2:51][CH3:52].[N:25]([O-:26])=[O:27].[NH2:1][c:2]1[cH:3][cH:4][c:5]([O:22][CH3:23])[c:6]([C:7](=[O:8])[NH:9][CH2:10][c:11]2[cH:12][cH:13][c:14]([C:17]([F:18])([F:19])[F:20])[cH:15][cH:16]2)[cH:21]1.[Na+:28]>>[c:2]1([CH2:31][CH:30]([Br:24])[C:29](=[O:32])[O:33][CH3:34])[cH:3][cH:4][c:5]([O:22][CH3:23])[c:6]([C:7](=[O:8])[NH:9][CH2:10][c:11]2[cH:12][cH:13][c:14]([C:17]([F:18])([F:19])[F:20])[cH:15][cH:16]2)[cH:21]1. Starting materials: O (water), ClCCCSCC=1N=NC=CC1 (pyridazin-3-ylmethyl 3-chloropropyl sulphide), CC(C)([O-])C.[K+] (potassium tert.-butoxide), CN(C)P(=O)(N(C)C)N(C)C (hexamethylphosphorotriamide). Run in C(C)OCC (diethyl ether), O1CCCC1 (tetrahydrofuran), O1CCCC1 (tetrahydrofuran). Conditions: temperature -40 celsius, time 30 minute. The product is N1=NC(=CC=C1)C1SCCC1 (2-(Pyridazin-3-yl)-tetrahydrothiophen). The yield is 45.4%. As a reaction SMILES: Cl[CH2:2][CH2:3][CH2:4][S:5][CH2:6][C:7]1[N:8]=[N:9][CH:10]=[CH:11][CH:12]=1.CC(C)([O-])C.[K+].CN(P(N(C)C)(N(C)C)=O)C.O>O1CCCC1.C(OCC)C>[N:9]1[CH:10]=[CH:11][CH:12]=[C:7]([CH:6]2[CH2:2][CH2:3][CH2:4][S:5]2)[N:8]=1 |f:1.2|. Reported procedure: A solution of pyridazin-3-ylmethyl 3-chloropropyl sulphide (28.2 g) in anhydrous tetrahydrofuran (35 cc) is added dropwise, in the course of 15 minutes and whilst keeping the temperature below -20° C., to a solution of potassium tert.-butoxide (24 g) in a mixture of anhydrous hexamethylphosphorotriamide (35 cc) and anhydrous tetrahydrofuran (190 cc). The reaction mixture is subsequently stirred for 1 hour 30 minutes at -40° C. and is then run, at 0° C., into a mixture of distilled water (500 cc)...